Task: describe an organic reaction: reactants, conditions, products, and yield. Dataset: the Open Reaction Database (ORD), a public repository of structured organic reaction records Starting materials: CC(C(=O)O)=C (Methyl acrylic acid), S(=O)(Cl)Cl (thionyl chloride), C(#N)C1=C(C=C(N)C=C1)C(F)(F)F (4-cyano-3-trifluoromethyl-aniline). Solvent: CC(=O)N(C)C (DMA). Reaction conditions: time 30 minute. The product is CC(C(=O)NC1=CC(=C(C=C1)C#N)C(F)(F)F)=C (2-Methyl-N-(4-cyano-3-trifluoromethyl-phenyl)-acrylamide). Reaction SMILES: [CH3:1][C:2](=[CH2:6])[C:3](O)=[O:4].S(Cl)(Cl)=O.[C:11]([C:13]1[CH:19]=[CH:18][C:16]([NH2:17])=[CH:15][C:14]=1[C:20]([F:23])([F:22])[F:21])#[N:12]>CC(N(C)C)=O>[CH3:1][C:2](=[CH2:6])[C:3]([NH:17][C:16]1[CH:18]=[CH:19][C:13]([C:11]#[N:12])=[C:14]([C:20]([F:21])([F:22])[F:23])[CH:15]=1)=[O:4]. Procedure: Methyl acrylic acid (510 mg, 6 mmol) in DMA (10 ml) was treated with thionyl chloride (714 mg, 6 mmol) at 0° C. The mixture was stirred for 30 min then 4-cyano-3-trifluoromethyl-aniline (1.0 g, 6.0 mmol) was added. The resulting suspension was stirred overnight and then quenched with NaHCO3. The reaction mixture was extracted with ethyl acetate, washed with brine and dried with Na2SO4. The resulting concentrated crude product was purified on column (Ethyl acetate:Hexane, 1:2) to yield the title ... Starting materials: ClCCl, CN(c1ncccc1[N+](=O)[O-])C1CCN(C(=O)OC(C)(C)C)CC1, [Na+], [OH-], O=C(O)C(F)(F)F. Product: CN(c1ncccc1[N+](=O)[O-])C1CCNCC1. Reaction SMILES: [CH2:34]([Cl:35])[Cl:36].[CH3:8][C:9]([CH3:10])([O:11][C:12](=[O:13])[N:14]1[CH2:15][CH2:16][CH:17]([N:20]([c:21]2[n:22][cH:23][cH:24][cH:25][c:26]2[N+:27](=[O:28])[O-:29])[CH3:30])[CH2:18][CH2:19]1)[CH3:31].[Na+:33].[OH-:32].[OH:1][C:2]([C:3]([F:4])([F:5])[F:6])=[O:7]>>[NH:14]1[CH2:15][CH2:16][CH:17]([N:20]([c:21]2[n:22][cH:23][cH:24][cH:25][c:26]2[N+:27](=[O:28])[O-:29])[CH3:30])[CH2:18][CH2:19]1. Starting materials: C(C(=O)C)(=O)OCC (Ethyl pyruvate), ClC=1C=CC(=C(C1)NN)F ((5-Chloro-2-fluoro-phenyl)-hydrazine), O (water). The solvent is ClCCl (dichloromethane), ClCCl (dichloromethane). Run at time 1 hour. Product: C(C)OC(C(C)=NNC1=C(C=CC(=C1)Cl)F)=O (2-[(5-Chloro-2-fluoro-phenyl)-hydrazono]-propionic acid ethyl ester). The yield is 63.0%. As a reaction SMILES: [Cl:1][C:2]1[CH:3]=[CH:4][C:5]([F:10])=[C:6]([NH:8][NH2:9])[CH:7]=1.[C:11]([O:16][CH2:17][CH3:18])(=[O:15])[C:12]([CH3:14])=O.O>ClCCl>[CH2:17]([O:16][C:11](=[O:15])[C:12](=[N:9][NH:8][C:6]1[CH:7]=[C:2]([Cl:1])[CH:3]=[CH:4][C:5]=1[F:10])[CH3:14])[CH3:18]. Reported procedure: (5-Chloro-2-fluoro-phenyl)-hydrazine (22.5 g, 140 mmol) was dissolved in dichloromethane (80 mL). Ethyl pyruvate (16.3 mL, 140 mmol) was added slowly to this solution at room temperature. The mixture was stirred for another 1 h at room temperature, added to water and extraxcted with dichloromethane. Organic phases were pooled, washed subsequently with hydrochloric acid (1 N) and brine and dried with MgSO4. Solvents were removed in vacuo and the residue was triturated with n-hexane to yield the t... The reactants are CN(C)C=O, O=C(O)C1CC12CCOCC2, O=C(Cl)C(=O)Cl, ClCCl. Product: O=C(Cl)C1CC12CCOCC2. RXN SMILES: [CH3:18][N:19]([CH3:20])[CH:21]=[O:22].[CH:7]1([C:15]([OH:16])=[O:17])[CH2:8][C:9]12[CH2:10][CH2:11][O:12][CH2:13][CH2:14]2.[Cl:1][C:2](=[O:3])[C:4]([Cl:5])=[O:6].[Cl:23][CH2:24][Cl:25]>>[Cl:1][C:2](=[O:3])[CH:4]1[CH2:8][C:9]12[CH2:10][CH2:11][O:12][CH2:13][CH2:14]2. Starting materials: C(C1=CC=CC=C1)OC(N[C@H](C(NCCCC[C@@H](CC(NCCNC(OC(C)(C)C)=O)=O)NC(=O)OC(C)(C)C)=O)CCCNC(=O)OC(C)(C)C)=O (Benzyl((1S,8S)-8-[(tert-butoxycarbonyl)amino]-1-{3-[(tert-butoxycarbonyl)amino]propyl}-17,17-dimethyl-2,10,15-trioxo-16-oxa-3,11,14-triazaoctadec-1-yl)carbamate). Reagents/catalysts: [Pd] (palladium on activated carbon). Run in 4/1, C(C)(=O)O.O (acetic acid water). Run at time 15 hour. Yields the product C(C)(C)(C)OC(NCCC[C@@H](C(NCCCC[C@@H](CC(NCCNC(OC(C)(C)C)=O)=O)NC(=O)OC(C)(C)C)=O)N)=O (tert-Butyl{(4S,11S)-4-amino-11-[(tert-butoxycarbonyl)amino]-20,20-dimethyl-5,13,18-trioxo-19-oxa-6,14,17-triazahenicos-1-yl}carbamate). As a reaction SMILES: C(OC(=O)[NH:10][C@@H:11]([CH2:42][CH2:43][CH2:44][NH:45][C:46]([O:48][C:49]([CH3:52])([CH3:51])[CH3:50])=[O:47])[C:12](=[O:41])[NH:13][CH2:14][CH2:15][CH2:16][CH2:17][C@H:18]([NH:33][C:34]([O:36][C:37]([CH3:40])([CH3:39])[CH3:38])=[O:35])[CH2:19][C:20](=[O:32])[NH:21][CH2:22][CH2:23][NH:24][C:25](=[O:31])[O:26][C:27]([CH3:30])([CH3:29])[CH3:28])C1C=CC=CC=1>C(O)(=O)C.O.[Pd]>[C:49]([O:48][C:46](=[O:47])[NH:45][CH2:44][CH2:43][CH2:42][C@H:11]([NH2:10])[C:12](=[O:41])[NH:13][CH2:14][CH2:15][CH2:16][CH2:17][C@H:18]([NH:33][C:34]([O:36][C:37]([CH3:40])([CH3:39])[CH3:38])=[O:35])[CH2:19][C:20](=[O:32])[NH:21][CH2:22][CH2:23][NH:24][C:25](=[O:31])[O:26][C:27]([CH3:29])([CH3:30])[CH3:28])([CH3:50])([CH3:51])[CH3:52] |f:1.2|. Reported procedure: 290 mg (0.390 mmol) of benzyl((1S,8S)-8-[(tert-butoxycarbonyl)amino]-1-{3-[(tert-butoxycarbonyl)amino]propyl}-17,17-dimethyl-2,10,15-trioxo-16-oxa-3,11,14-triazaoctadec-1-yl)carbamate (Example 226A) are dissolved in 10 ml of a 4/1 glacial acetic acid/water mixture. 75 mg of palladium on activated carbon (10%) are added thereto, and the mixture is then hydrogenated under atmospheric pressure for 15 h. The reaction mixture is filtered through a Millipore filter and the filtrate is concentrated and... Reactants: CCOC(=O)C1C2CNCC21, CN(C)C=O, CCOC(C)=O, ClCc1ccc2c(c1)Nc1nccnc1S2, [Na+], O, O=C([O-])O. Product: CCOC(=O)C1C2CN(Cc3ccc4c(c3)Nc3nccnc3S4)CC21. Reaction SMILES: [CH2:1]([CH3:2])[O:3][C:4](=[O:5])[CH:6]1[CH:7]2[CH2:8][NH:9][CH2:10][CH:11]12.[CH3:34][N:35]([CH3:36])[CH:37]=[O:38].[CH3:39][CH2:40][O:41][C:42](=[O:43])[CH3:44].[Cl:17][CH2:18][c:19]1[cH:20][cH:21][c:22]2[c:23]([cH:32]1)[NH:24][c:25]1[c:26]([n:28][cH:29][cH:30][n:31]1)[S:27]2.[Na+:12].[OH2:33].[OH:13][C:14](=[O:15])[O-:16]>>[CH2:1]([CH3:2])[O:3][C:4](=[O:5])[CH:6]1[CH:7]2[CH2:8][N:9]([CH2:18][c:19]3[cH:20][cH:21][c:22]4[c:23]([cH:32]3)[NH:24][c:25]3[c:26]([n:28][cH:29][cH:30][n:31]3)[S:27]4)[CH2:10][CH:11]12. Starting materials: NC(=O)c1cc(Br)cc2c(C3CCCS(=O)(=O)C3)c[nH]c12, O=C([O-])[O-], [K+], [K+], C1COCCO1, OB(O)c1ccc(F)cc1. Product: NC(=O)c1cc(-c2ccc(F)cc2)cc2c(C3CCCS(=O)(=O)C3)c[nH]c12. Reaction SMILES: [Br:1][c:2]1[cH:3][c:4]2[c:5]([CH:14]3[CH2:15][S:16](=[O:20])(=[O:21])[CH2:17][CH2:18][CH2:19]3)[cH:6][nH:7][c:8]2[c:9]([C:11](=[O:12])[NH2:13])[cH:10]1.[C:32](=[O:33])([O-:34])[O-:35].[K+:36].[K+:37].[O:38]1[CH2:39][CH2:40][O:41][CH2:42][CH2:43]1.[OH:22][B:23]([OH:24])[c:25]1[cH:26][cH:27][c:28]([F:29])[cH:30][cH:31]1>>[c:2]1(-[c:25]2[cH:26][cH:27][c:28]([F:29])[cH:30][cH:31]2)[cH:3][c:4]2[c:5]([CH:14]3[CH2:15][S:16](=[O:20])(=[O:21])[CH2:17][CH2:18][CH2:19]3)[cH:6][nH:7][c:8]2[c:9]([C:11](=[O:12])[NH2:13])[cH:10]1.